This data is from the Open Reaction Database (ORD), a public repository of structured organic reaction records. The task is: describe an organic reaction: reactants, conditions, products, and yield The reactants are FC1=C2C=CNC2=CC=C1 (4-fluoroindole), N1CCC(CC1)C(=O)OCC (ethyl piperidin-4-ylcarboxylate), C=O (formaldehyde), C([O-])(O)=O.[Na+] (sodium bicarbonate). Solvent: O1CCOCC1 (dioxane), C(C)(=O)O (acetic acid), O1CCOCC1 (dioxane). Conditions: time 5 hour. Product: FC1=C2C(=CNC2=CC=C1)CN1CCC(CC1)C(=O)OCC (ethyl N-(4-fluoroindol-3-ylmethyl)piperidin-4-ylcarboxylate). RXN SMILES: [NH:1]1[CH2:6][CH2:5][CH:4]([C:7]([O:9][CH2:10][CH3:11])=[O:8])[CH2:3][CH2:2]1.C=O.[F:14][C:15]1[CH:23]=[CH:22][CH:21]=[C:20]2[C:16]=1[CH:17]=[CH:18][NH:19]2.[C:24](=O)(O)[O-].[Na+]>O1CCOCC1.C(O)(=O)C>[F:14][C:15]1[CH:23]=[CH:22][CH:21]=[C:20]2[C:16]=1[C:17]([CH2:24][N:1]1[CH2:6][CH2:5][CH:4]([C:7]([O:9][CH2:10][CH3:11])=[O:8])[CH2:3][CH2:2]1)=[CH:18][NH:19]2 |f:3.4|. Procedure details: A stirred solution of 1.8 grams (0.011 mole) of ethyl piperidin-4-ylcarboxylate in 10 mL of dioxane was cooled to 0° C., and 10 mL of acetic acid, followed by 0.9 mL of aqueous 37% formaldehyde were added. To this was then slowly added a solution of 1.5 grams (0.011 mole) of 4-fluoroindole in 10 mL of dioxane. Upon completion of the addition, the reaction mixture was allowed to warm to ambient temperature where it stirred for about five hours. After this time the reaction mixture was again coole... Reactants: ClC1=CC(=NC2=CC(=C(C=C12)OC)OC)N1CCOCC1 (4-chloro-6,7-dimethoxy-2-morpholin-4-yl-quinoline), NN (hydrazine), C(C)(=O)O (acetic acid), C1(=CC(=CC=C1)C=O)C (m-tolualdehyde). Solvent: O1CCOCC1 (dioxane), C(Cl)Cl (methylene chloride). Run at temperature 90 celsius. The product is COC=1C=C2C(=CC(=NC2=CC1OC)N1CCOCC1)NN=CC1=CC(=CC=C1)C (N-(6,7-Dimethoxy-2-morpholin-4-yl-quinolin-4-yl)-N′-(3-methyl-benzylidene)-hydrazine). Isolated yield 33.5%. As a reaction SMILES: Cl[C:2]1[C:11]2[C:6](=[CH:7][C:8]([O:14][CH3:15])=[C:9]([O:12][CH3:13])[CH:10]=2)[N:5]=[C:4]([N:16]2[CH2:21][CH2:20][O:19][CH2:18][CH2:17]2)[CH:3]=1.[NH2:22][NH2:23].[C:24]1([CH3:32])[CH:29]=[CH:28][CH:27]=[C:26]([CH:30]=O)[CH:25]=1.C(O)(=O)C>O1CCOCC1.C(Cl)Cl>[CH3:13][O:12][C:9]1[CH:10]=[C:11]2[C:6](=[CH:7][C:8]=1[O:14][CH3:15])[N:5]=[C:4]([N:16]1[CH2:21][CH2:20][O:19][CH2:18][CH2:17]1)[CH:3]=[C:2]2[NH:22][N:23]=[CH:30][C:26]1[CH:27]=[CH:28][CH:29]=[C:24]([CH3:32])[CH:25]=1. Procedure: To a solution of compound C (33 mg, 0.11 mmol) in 3 mL of dioxane was added an excess amount of hydrazine (0.02 mL, 0.65 mmol). The resulting mixture was heated at 90° C. for 2 h. The reaction mixture was cooled to room temperature and diluted with methylene chloride, followed by washing with brine twice. The organic phase was dried and concentrated. The left residue was dried in vacuo, and then dissolved in 5 mL of methanol. To the above solution was added m-tolualdehyde (0.01 mL, 0.11 mmol) an...